This data is from the Open Reaction Database (ORD), a public repository of structured organic reaction records. The task is: describe an organic reaction: reactants, conditions, products, and yield Starting materials: C(C)(C)(C)OC(NCCBr)=O (tert-butyl(2-bromoethyl)carbamate), BrC1=C(C(=CN1)C(=O)OCC)C1=CC(=CC=C1)F (ethyl 5-bromo-4-(3-fluorophenyl)-1H-pyrrole-3-carboxylate), [OH-].[Na+] (sodium hydroxide). Reagents/catalysts: S(=O)(=O)(O)[O-].C(CCC)[N+](CCCC)(CCCC)CCCC (tetrabutylammonium hydrogen sulfate). Run in C(C)#N (acetonitrile). Product: C(C)(C)(C)OC(=O)NCCN1C=C(C(=C1Br)C1=CC(=CC=C1)F)C(=O)OCC (ethyl 1-(2-tert-butoxycarbonylaminoethyl)-5-bromo-4-(3-fluorophenyl)-1H-pyrrole-3-carboxylate). Yield: 74.4%. Reaction SMILES: [Br:1][C:2]1[NH:6][CH:5]=[C:4]([C:7]([O:9][CH2:10][CH3:11])=[O:8])[C:3]=1[C:12]1[CH:17]=[CH:16][CH:15]=[C:14]([F:18])[CH:13]=1.[OH-].[Na+].[C:21]([O:25][C:26](=[O:31])[NH:27][CH2:28][CH2:29]Br)([CH3:24])([CH3:23])[CH3:22]>C(#N)C.S([O-])(O)(=O)=O.C([N+](CCCC)(CCCC)CCCC)CCC>[C:21]([O:25][C:26]([NH:27][CH2:28][CH2:29][N:6]1[C:2]([Br:1])=[C:3]([C:12]2[CH:17]=[CH:16][CH:15]=[C:14]([F:18])[CH:13]=2)[C:4]([C:7]([O:9][CH2:10][CH3:11])=[O:8])=[CH:5]1)=[O:31])([CH3:24])([CH3:23])[CH3:22] |f:1.2,5.6|. Procedure details: To a solution of 39.6 g (127 mmol) of ethyl 5-bromo-4-(3-fluorophenyl)-1H-pyrrole-3-carboxylate in 275 ml of acetonitrile are added 10.1 g (253 mmol) of powdered sodium hydroxide and 1.7 g (5.1 mmol) of tetrabutylammonium hydrogen sulfate, and the mixture is stirred vigorously for a few minutes, followed by adding 34.1 g (152 mmol) of tert-butyl(2-bromoethyl)carbamate (CAS 39684-80-5), and the mixture is then stirred for 17 hours at reflux. After cooling, the solvent is evaporated off under redu... The reactants are CCOCn1cc(CO[Si](CC)(CC)CC)nc1C(C)=O, C1CCOC1, CCCC[N+](CCCC)(CCCC)CCCC, [F-]. Product: CCOCn1cc(CO)nc1C(C)=O. Reaction SMILES: [CH2:1]([CH3:2])[O:3][CH2:4][n:5]1[c:6]([C:19]([CH3:20])=[O:21])[n:7][c:8]([CH2:10][O:11][Si:12]([CH2:13][CH3:14])([CH2:15][CH3:16])[CH2:17][CH3:18])[cH:9]1.[CH2:40]1[O:41][CH2:42][CH2:43][CH2:44]1.[CH3:23][CH2:24][CH2:25][CH2:26][N+:27]([CH2:28][CH2:29][CH2:30][CH3:31])([CH2:32][CH2:33][CH2:34][CH3:35])[CH2:36][CH2:37][CH2:38][CH3:39].[F-:22]>>[CH2:1]([CH3:2])[O:3][CH2:4][n:5]1[c:6]([C:19]([CH3:20])=[O:21])[n:7][c:8]([CH2:10][OH:11])[cH:9]1. Starting materials: C(C)C(CC1(CCCCC1)C(=O)NC=1C(=CC2=CC=CC=C2C1)SC(=O)C1(CCCCC1)CC(CC)CC)CC (1-(2-ethyl-butyl)-cyclohexanecarbothioic acid S-(3-{[1-(2-ethyl-butyl)-cyclohexanecarbonyl]-amino}-naphthalen-2-yl)ester), O (water), [OH-].[K+] (potassium hydroxide). The solvent is CO (methanol), O1CCCC1 (tetra-hydrofuran). Reaction conditions: time 1 hour. Yields the product SC=1C(=CC2=CC=CC=C2C1)NC(=O)C1(CCCCC1)CC(CC)CC (1-(2-ethyl-butyl)-cyclohexanecarboxylic acid (3-mercapto-naphthalen-2-yl)-amide). RXN SMILES: [CH2:1]([CH:3]([CH2:39][CH3:40])[CH2:4][C:5]1([C:11]([NH:13][C:14]2[C:15]([S:24]C(C3(CC(CC)CC)CCCCC3)=O)=[CH:16][C:17]3[C:22]([CH:23]=2)=[CH:21][CH:20]=[CH:19][CH:18]=3)=[O:12])[CH2:10][CH2:9][CH2:8][CH2:7][CH2:6]1)[CH3:2].[OH-].[K+].O>CO.O1CCCC1>[SH:24][C:15]1[C:14]([NH:13][C:11]([C:5]2([CH2:4][CH:3]([CH2:39][CH3:40])[CH2:1][CH3:2])[CH2:6][CH2:7][CH2:8][CH2:9][CH2:10]2)=[O:12])=[CH:23][C:22]2[C:17]([CH:16]=1)=[CH:18][CH:19]=[CH:20][CH:21]=2 |f:1.2|. Reported procedure: The crude product obtained in step A) is dissolved in a mixture of methanol and tetra-hydrofuran (1:1). Then 3.5 mol equivalents of potassium hydroxide are added at room temperature and the mixture is stirred for 1 hour. Then water is added and the mixture is washed with n-hexane. The aqueous layer is then acidified by addition of KHSO4 and extracted with chloroform. The combined extracts are washed with water and brine, dried (Na2SO4) and concentrated to obtain 1-(2-ethyl-butyl)-cyclohexanecarb... The reactants are N1=C(C=CC=C1)NC(OC(C)(C)C)=O (tert-butyl N-(2-pyridyl)carbamate), CN(CCN(C)C)C (N,N, N′,N′-tetramethylethylenediamine), C(CCC)[Li] (n-Butyllithium), solution, B(OC(C)C)(OC(C)C)OC(C)C (Triisopropyl borate), [Cl-].[NH4+] (ammonium chloride). Solvent: C1CCOC1 (THF), hexanes, C(C)OCC (diethyl ether). Reaction conditions: temperature -6 celsius. The product is C(C)(C)(C)OC(=O)NC1=NC=CC=C1B(O)O (2-tert-butoxycarbonylamino-3-pyridylboronic acid). RXN SMILES: [N:1]1[CH:6]=[CH:5][CH:4]=[CH:3][C:2]=1[NH:7][C:8](=[O:14])[O:9][C:10]([CH3:13])([CH3:12])[CH3:11].CN(C)CCN(C)C.C([Li])CCC.[B:28](OC(C)C)([O:33]C(C)C)[O:29]C(C)C.[Cl-].[NH4+]>C1COCC1.C(OCC)C>[C:10]([O:9][C:8]([NH:7][C:2]1[C:3]([B:28]([OH:33])[OH:29])=[CH:4][CH:5]=[CH:6][N:1]=1)=[O:14])([CH3:11])([CH3:13])[CH3:12] |f:4.5|. Procedure details: Under a nitrogen atmosphere, a solution of tert-butyl N-(2-pyridyl)carbamate (15.71 g, 80.9 mmol) and N,N, N′,N′-tetramethylethylenediamine (TMEDA) (25.3 g, 218 mmol) in THF (400 mL) was cooled to −78° C. n-Butyllithium (81 mL of a 2.5 M solution in hexanes) was added dropwise over a period of 20 minutes. The solution was stirred for ten minutes, and then the addition funnel was rinsed with additional THF (20 mL). The solution was warmed to −6° C., stirred for two hours, and cooled again to −78°...